This data is from the Open Reaction Database (ORD), a public repository of structured organic reaction records. The task is: describe an organic reaction: reactants, conditions, products, and yield Starting materials: N1=CN=CC(=C1)[C@]12NC[C@@H](NC1)C2 ((1S,4S)-(5-pyrimidinyl)-2,5-diazabicyclo[2.2.1]heptane), [C@@H]([C@@H]([C@H](C(=O)O)O)O)([C@@H](C(=O)O)O)O (mucic acid). Solvent: CO (methanol), O (water). Yields the product O=C([C@H](O)[C@@H](O)[C@@H](O)[C@H](O)C(=O)O)O.N1=CN=CC(=C1)[C@]12NC[C@@H](NC1)C2.N2=CN=CC(=C2)[C@]21NC[C@@H](NC2)C1 ((1S,4S)-(5-Pyrimidinyl)-2,5-diazabicyclo[2.2.1]heptane hemigalactarate). The yield is 59.4%. As a reaction SMILES: [N:1]1[CH:6]=[C:5]([C@@:7]23[CH2:13][C@H:10]([NH:11][CH2:12]2)[CH2:9][NH:8]3)[CH:4]=[N:3][CH:2]=1.[C@H:14]([OH:27])([C@H:22]([OH:26])[C:23]([OH:25])=[O:24])[C@H:15]([OH:21])[C@@H:16]([OH:20])[C:17]([OH:19])=[O:18]>CO.O>[O:18]=[C:17]([OH:19])[C@@H:16]([C@H:15]([C@H:14]([C@@H:22]([C:23]([OH:25])=[O:24])[OH:26])[OH:27])[OH:21])[OH:20].[N:1]1[CH:6]=[C:5]([C@@:7]23[CH2:13][C@H:10]([NH:11][CH2:12]2)[CH2:9][NH:8]3)[CH:4]=[N:3][CH:2]=1.[N:1]1[CH:6]=[C:5]([C@@:7]23[CH2:13][C@H:10]([NH:11][CH2:12]2)[CH2:9][NH:8]3)[CH:4]=[N:3][CH:2]=1 |f:4.5.6|. Reported procedure: A solution of (1S,4S)-(5-pyrimidinyl)-2,5-diazabicyclo[2.2.1]heptane (0.15 g, 0.851 mmol) in methanol (3 mL) and water (3 mL) was heated at 60° C. as mucic acid (0.09 g, 0.425 mmol) was added. The mixture was heated for 30 min. then filtered through glass wool and concentrated to approximately 1 mL. The treated with diethyl ether (5 mL), then the precipitate was collected, washed with diethyl ether (1 mL) and dried at 45° C. for 4 h to afford (0.142 g, 59%) of white solid, mp 152-172° C. (d). The reactants are C(C1=CC=CC=C1)OC(=O)N1N(CC(C1)C(C[C@@H]1[C@H](C(N1)=O)[C@@H](C)O[Si](C)(C)C(C)(C)C)=O)C(=O)OCC1=CC=CC=C1 ((3S,4R)-4-[2-{1,2-bis(benzyloxycarbonyl)pyrazolidin-4-yl}-2-oxoethyl]-3-[(1R)-1-t-butyldimethylsilyloxyethyl]-2-oxoazetidine), Cl (hydrochloric acid). Reagents/catalysts: [Pt]=O (platinum oxide). The solvent is CO (methanol). Conditions: time 4 hour. Product: C(C=C)OC(=O)NCC(C(C[C@@H]1[C@H](C(N1)=O)[C@@H](C)O[Si](C)(C)C(C)(C)C)=O)CNC(=O)OCC=C ((3S,4R)-4 -[4-allyloxycarbonylamino-3-(N-allyloxycarbonylaminomethyl)-2-oxobutyl]-3-[(1R)-1-(t-butyldimethylsilyloxy)ethyl]-2-oxoazetidine). Isolated yield 68.9%. RXN SMILES: [CH2:1]([O:8][C:9]([N:11]1[CH2:15][CH:14]([C:16](=[O:33])[CH2:17][C@H:18]2[NH:21][C:20](=[O:22])[C@@H:19]2[C@H:23]([O:25][Si:26]([C:29]([CH3:32])([CH3:31])[CH3:30])([CH3:28])[CH3:27])[CH3:24])[CH2:13][N:12]1[C:34]([O:36][CH2:37][C:38]1C=CC=C[CH:39]=1)=[O:35])=[O:10])[C:2]1C=CC=C[CH:3]=1.Cl>CO.[Pt]=O>[CH2:37]([O:36][C:34]([NH:12][CH2:13][CH:14]([CH2:15][NH:11][C:9]([O:8][CH2:1][CH:2]=[CH2:3])=[O:10])[C:16](=[O:33])[CH2:17][C@H:18]1[NH:21][C:20](=[O:22])[C@@H:19]1[C@H:23]([O:25][Si:26]([C:29]([CH3:30])([CH3:31])[CH3:32])([CH3:28])[CH3:27])[CH3:24])=[O:35])[CH:38]=[CH2:39]. Procedure details: To a solution of (3S,4R)-4-[2-{1,2-bis(benzyloxycarbonyl)pyrazolidin-4-yl}-2-oxoethyl]-3-[(1R)-1-t-butyldimethylsilyloxyethyl]-2-oxoazetidine (500 mg) and 1N hydrochloric acid (1.64 ml) in methanol (20 ml) was added platinum oxide (50 mg) under nitrogen atmosphere. The suspension was stirred under hydrogen atmosphere for 4 hours at room temperature. After then, the catalyst was filtered off and washed with water. After tetrahydrofuran (50 ml) and water (20 ml) was added, the pH was adjusted to 8... Starting materials: CCOC(=O)NC#N, COS(=O)(=O)OC. Yields the product CCOC(=O)N(C)C#N. RXN SMILES: [CH2:1]([CH3:2])[O:3][C:4](=[O:5])[NH:6][C:7]#[N:8].[CH3:9][O:10][S:11]([O:12][CH3:13])(=[O:14])=[O:15]>>[CH2:1]([CH3:2])[O:3][C:4](=[O:5])[N:6]([C:7]#[N:8])[CH3:9]. Reactants: COC(C1=CC=C(C=C1)N1C2(CCC2)C(N(C1=S)C1=CC(=C(C=C1)C#N)C(F)(F)F)=O)=O (4-[7-(4-cyano-3-trifluoromethylphenyl)-8-oxo-6-thioxo-5,7-diazaspiro[3.4]oct-5-yl]-benzoic acid methyl ester), CN (methylamine). Conditions: time 15 hour. The product is CNC(C1=CC=C(C=C1)N1C2(CCC2)C(N(C1=S)C1=CC(=C(C=C1)C#N)C(F)(F)F)=O)=O (N-methyl-4-[7-(4-cyano-3-trifluoromethylphenyl)-8-oxo-6-thioxo-5,7-diazaspiro[3.4]oct-5-yl]benzamide). Isolated yield 84.0%. As a reaction SMILES: C[O:2][C:3](=O)[C:4]1[CH:9]=[CH:8][C:7]([N:10]2[C:17](=[S:18])[N:16]([C:19]3[CH:24]=[CH:23][C:22]([C:25]#[N:26])=[C:21]([C:27]([F:30])([F:29])[F:28])[CH:20]=3)[C:15](=[O:31])[C:11]32[CH2:14][CH2:13][CH2:12]3)=[CH:6][CH:5]=1.[CH3:33][NH2:34]>>[CH3:33][NH:34][C:3](=[O:2])[C:4]1[CH:9]=[CH:8][C:7]([N:10]2[C:17](=[S:18])[N:16]([C:19]3[CH:24]=[CH:23][C:22]([C:25]#[N:26])=[C:21]([C:27]([F:29])([F:30])[F:28])[CH:20]=3)[C:15](=[O:31])[C:11]32[CH2:12][CH2:13][CH2:14]3)=[CH:6][CH:5]=1. Procedure: A mixture of 4-[7-(4-cyano-3-trifluoromethylphenyl)-8-oxo-6-thioxo-5,7-diazaspiro[3.4]oct-5-yl]-benzoic acid methyl ester (51b) (0.046 g, 0.1 mmol) and methylamine (1 ml distilled from its 40% aqueous solution) was kept at −20° C. for 15 hours. After evaporation of the methylamine, the mixture was chromatographed (dichloromethane:acetone, 80:20) to yield N-methyl-4-[7-(4-cyano-3-trifluoromethylphenyl)-8-oxo-6-thioxo-5,7-diazaspiro[3.4]oct-5-yl]benzamide (51c) [RD161] (0.041 g, 0.085, 84%), the s... The reactants are C(=O)(N1C=NC=C1)N1C=NC=C1 (1,1'-Carbonyldiimidazole), NC1=C(C=C2C(C(NC2=C1)=O)(C)C)NC (6-amino-5-methylamino-3,3-dimethylindolin-2-one). Run in O1CCOCC1 (dioxan). The product is CN1C(=NC2=C1C=C1C(=C2)NC(C1(C)C)=O)O (1,7,7-Trimethyl-2-hydroxy-6,7-dihydro-5H-pyrrolo[2,3-f]benzimidazol-6-one). As a reaction SMILES: [C:1](N1C=CN=C1)(N1C=CN=C1)=[O:2].[NH2:13][C:14]1[CH:22]=[C:21]2[C:17]([C:18]([CH3:25])([CH3:24])[C:19](=[O:23])[NH:20]2)=[CH:16][C:15]=1[NH:26][CH3:27]>O1CCOCC1>[CH3:27][N:26]1[C:15]2[CH:16]=[C:17]3[C:18]([CH3:24])([CH3:25])[C:19](=[O:23])[NH:20][C:21]3=[CH:22][C:14]=2[N:13]=[C:1]1[OH:2]. Procedure: 9.8 g. 1,1'-Carbonyldiimidazole are added to 6.1 g. 6-amino-5-methylamino-3,3-dimethylindolin-2-one in 250 ml. dioxan and the reaction mixture is heated under reflux for 2 hours. The solution is evaporated to dryness in a vacuum and the reddish oil remaining behind is boiled under reflux for 2 hours with 20% aqueous hydrochloric acid. The mixture is cooled to ambient temperature and neutralised with aqueous ammonia solution, while cooling with ice. The precipitate is filtered off with suction an...